describe an organic reaction: reactants, conditions, products, and yield From a dataset of the Open Reaction Database (ORD), a public repository of structured organic reaction records. Starting materials: ClC1=CC=C(C(C2=CC=C(C=C2)Cl)Cl)C=C1 (4.4'-dichlorobenzhydryl chloride), N1N=NC=C1 (1,2,3-triazole), [H-].[Na+] (sodium hydride). Solvent: CN(C=O)C (dimethylformamide). Reaction conditions: temperature 25 celsius, time 8 hour. Yields the product ClC1=CC=C(C=C1)C(N1N=CC=N1)C1=CC=C(C=C1)Cl (2-[bis(4-chlorophenyl)methyl]-2H-1,2,3-triazole), ClC1=CC=C(C=C1)C(N1N=NC=C1)C1=CC=C(C=C1)Cl (1-[bis(4-chlorophenyl)methyl]-1H-1,2,3-triazole). Reaction SMILES: [NH:1]1[CH:5]=[CH:4][N:3]=[N:2]1.[H-].[Na+].[Cl:8][C:9]1[CH:23]=[CH:22][C:12]([CH:13](Cl)[C:14]2[CH:19]=[CH:18][C:17]([Cl:20])=[CH:16][CH:15]=2)=[CH:11][CH:10]=1>CN(C)C=O>[Cl:8][C:9]1[CH:10]=[CH:11][C:12]([CH:13]([C:14]2[CH:19]=[CH:18][C:17]([Cl:20])=[CH:16][CH:15]=2)[N:2]2[N:3]=[CH:4][CH:5]=[N:1]2)=[CH:22][CH:23]=1.[Cl:8][C:9]1[CH:10]=[CH:11][C:12]([CH:13]([C:14]2[CH:19]=[CH:18][C:17]([Cl:20])=[CH:16][CH:15]=2)[N:1]2[CH:5]=[CH:4][N:3]=[N:2]2)=[CH:22][CH:23]=1 |f:1.2|. Procedure: Following the general procedure of Example 1B, 5.0 g of 1,2,3-triazole in 100 ml fo dimethylformamide were treated first with 1.44 g of sodium hydride (60% in mineral oil), and then with 5.0 g of 4.4'-dichlorobenzhydryl chloride. The reactants were stirred overnight at about 25° C. and then heated for 1 hour on a steam bath. Chromatography of the residue after work-up provided 2.4 g of the undesired 2-[bis(4-chlorophenyl)methyl]-2H-1,2,3-triazole and 3.1 g of the desired title product, m.p. 124°... Starting materials: C(CCC)[Li] (n-butyl lithium), C(C)(C)(C)OC(=O)CP(OC)(OC)=O (dimethyl t-butoxycarbonyl-methylphosphonate), C(C)N1C(OC(C2=C1C=C(C(=C2)C)C=2C=C(C=O)C=CC2OC(F)(F)F)(C)C)=O (3-(1-Ethyl-4,4,6-trimethyl-2-oxo-1,4-dihydro-2H-benzo[d][1,3]oxazin-7-yl)-4-trifluoromethoxy-benzaldehyde). The solvent is C1CCOC1.CN1CCCN(C1=O)C (THF DMPU), C1CCOC1 (THF). Conditions: temperature -78 celsius, time 10 minute. Yields the product C(C)(C)(C)OC(C=CC1=CC(=C(C=C1)OC(F)(F)F)C=1C(=CC2=C(N(C(OC2(C)C)=O)CC)C1)C)=O (3-[3-(1-Ethyl-4,4,6-trimethyl-2-oxo-1,4-dihydro-2H-benzo[d][1,3]oxazin-7-yl)-4-trifluoromethoxy-phenyl]-acrylic acid tert-butyl ester). The yield is 36.8%. As a reaction SMILES: [C:1]([O:5][C:6]([CH2:8]P(=O)(OC)OC)=[O:7])([CH3:4])([CH3:3])[CH3:2].C([Li])CCC.[CH2:20]([N:22]1[C:27]2[CH:28]=[C:29]([C:33]3[CH:34]=[C:35]([CH:38]=[CH:39][C:40]=3[O:41][C:42]([F:45])([F:44])[F:43])[CH:36]=O)[C:30]([CH3:32])=[CH:31][C:26]=2[C:25]([CH3:47])([CH3:46])[O:24][C:23]1=[O:48])[CH3:21]>C1COCC1.CN1C(=O)N(C)CCC1.C1COCC1>[C:1]([O:5][C:6](=[O:7])[CH:8]=[CH:36][C:35]1[CH:38]=[CH:39][C:40]([O:41][C:42]([F:45])([F:43])[F:44])=[C:33]([C:29]2[C:30]([CH3:32])=[CH:31][C:26]3[C:25]([CH3:46])([CH3:47])[O:24][C:23](=[O:48])[N:22]([CH2:20][CH3:21])[C:27]=3[CH:28]=2)[CH:34]=1)([CH3:2])([CH3:3])[CH3:4] |f:3.4|. Procedure details: A flask charged with 0.23 mL (2.5 mmol) of dimethyl t-butoxycarbonyl-methylphosphonate in 8.75 mL of dry THF/DMPU (10:1). The flask was cooled to −78° C. where 1.78 mL (0.9 mmol, 2.5M hexanes) of n-butyl lithium was added slowly via syringe. The reaction mixture was stirred at −78° C. for 10 minutes and then a solution of 0.35 g (0.86 mmol) of Compound 14E in 3 mL of dry THF was added. After warming to room temperature and an additional 20 minutes of stirring, the reaction was quenched with 3 mL... The reactants are C1COCCO1, Cc1n[nH]c2cc(N)ccc12, N#CC1CCN(c2nc(Cl)nc3ccoc23)CC1, [K+], [K+], O=C([O-])[O-], O=C(C=Cc1ccccc1)C=Cc1ccccc1, O=C(C=Cc1ccccc1)C=Cc1ccccc1, O=C(C=Cc1ccccc1)C=Cc1ccccc1, [Pd], [Pd]. The product is Cc1n[nH]c2cc(Nc3nc(N4CCC(C#N)CC4)c4occc4n3)ccc12. As a reaction SMILES: [CH2:36]1[O:37][CH2:38][CH2:39][O:40][CH2:41]1.[CH3:7][c:8]1[n:9][nH:10][c:11]2[cH:12][c:13]([NH2:17])[cH:14][cH:15][c:16]12.[Cl:18][c:19]1[n:20][c:21]([N:28]2[CH2:29][CH2:30][CH:31]([C:34]#[N:35])[CH2:32][CH2:33]2)[c:22]2[c:23]([n:24]1)[cH:25][cH:26][o:27]2.[K+:1].[K+:2].[O-:3][C:4]([O-:5])=[O:6].[O:44]=[C:45]([CH:46]=[CH:47][c:48]1[cH:49][cH:50][cH:51][cH:52][cH:53]1)[CH:54]=[CH:55][c:56]1[cH:57][cH:58][cH:59][cH:60][cH:61]1.[O:62]=[C:63]([CH:64]=[CH:65][c:66]1[cH:67][cH:68][cH:69][cH:70][cH:71]1)[CH:72]=[CH:73][c:74]1[cH:75][cH:76][cH:77][cH:78][cH:79]1.[O:80]=[C:81]([CH:82]=[CH:83][c:84]1[cH:85][cH:86][cH:87][cH:88][cH:89]1)[CH:90]=[CH:91][c:92]1[cH:93][cH:94][cH:95][cH:96][cH:97]1.[Pd:42].[Pd:43]>>[CH3:7][c:8]1[n:9][nH:10][c:11]2[cH:12][c:13]([NH:17][c:19]3[n:20][c:21]([N:28]4[CH2:29][CH2:30][CH:31]([C:34]#[N:35])[CH2:32][CH2:33]4)[c:22]4[c:23]([n:24]3)[cH:25][cH:26][o:27]4)[cH:14][cH:15][c:16]12. Reactants: ( 0.2 ), ( 26.3 ), ( 25.6 ), ( 1.1 ), ( 18.2 ), ( 0.8 ), ( 1.2 ), ( 0.2 ), CC\C=C/C\C=C/C\C=C/C#CCCCCCCC ((Z,Z,Z)-3,6,9-nonadecatrien-11-yne), C1(CCCCC1)BC1CCCCC1 (dicyclohexylborane), ( 0.3 ), ( 0.2 ), ( 5.0 ), ( 67.5 ), alkenes, ( 24.1 ), OO (hydrogen peroxide), ( 1.5 ), ( 100 ), ( 0.1 ), ( 1.8 ), [OH-].[Na+] (sodium hydroxide), alkanes. Solvent: C(C)(=O)O (acetic acid), CCCCC (pentane), CCCCC (pentane), C1CCOC1 (THF). Reaction conditions: time 2 hour. Yields the product CC\C=C/C\C=C/C\C=C/C=C\CCCCCCC ((Z,Z,Z,Z)-3,6,9,11-nonadecatetraene). RXN SMILES: [CH3:1][CH2:2]/[CH:3]=[CH:4]\[CH2:5]/[CH:6]=[CH:7]\[CH2:8]/[CH:9]=[CH:10]\[C:11]#[C:12][CH2:13][CH2:14][CH2:15][CH2:16][CH2:17][CH2:18][CH3:19].C1(BC2CCCCC2)CCCCC1.[OH-].[Na+].OO>CCCCC.C1COCC1.C(O)(=O)C>[CH3:19][CH2:18]/[CH:17]=[CH:16]\[CH2:15]/[CH:14]=[CH:13]\[CH2:12]/[CH:11]=[CH:10]\[CH:9]=[CH:8]/[CH2:7][CH2:6][CH2:5][CH2:4][CH2:3][CH2:2][CH3:1] |f:2.3|. Procedure details: To a solution of (Z,Z,Z)-3,6,9-nonadecatrien-11-yne (516 mg, 2 mmol) in 10 ml of dry pentane (0° C.) was added 4.2 ml of 0.5 M dicyclohexylborane in pentane. After 2 h at 0° C., the reaction mixture was diluted with 15 ml of THF and treated with 0.6 ml of glacial acetic acid for 3 h at 50° C. The mixture was then made basic with 4 ml of 5.0 N aqueous sodium hydroxide and treated with 0.86 ml of 30% hydrogen peroxide for 0.5 h. The hexane extract (3×30 ml) was washed with water (3×30 ml), dried o... Starting materials: C(C)(C)(C)OC(=O)N1CCN(CC1)C1=NC=C(C=N1)OC (4-(5-methoxy-pyrimidin-2-yl)-piperazine-1-carboxylic acid tert-butyl ester), Cl (HCl). Solvent: O1CCOCC1 (dioxane). Yields the product Cl.COC=1C=NC(=NC1)N1CCNCC1 (5-methoxy-2-piperazin-1-yl-pyrimidine hydrochloride). As a reaction SMILES: C(OC([N:8]1[CH2:13][CH2:12][N:11]([C:14]2[N:19]=[CH:18][C:17]([O:20][CH3:21])=[CH:16][N:15]=2)[CH2:10][CH2:9]1)=O)(C)(C)C.[ClH:22]>O1CCOCC1>[ClH:22].[CH3:21][O:20][C:17]1[CH:16]=[N:15][C:14]([N:11]2[CH2:12][CH2:13][NH:8][CH2:9][CH2:10]2)=[N:19][CH:18]=1 |f:3.4|. Procedure details: 953 mg 4-(5-methoxy-pyrimidin-2-yl)-piperazine-1-carboxylic acid tert-butyl ester was stirred in 16 mL 4 mol/L HCl solution in dioxane for 45 min The precipitate was filtered, washed with dioxane and dried to yield 723 mg of the desired compound. Rt: 0.46 min (method F), (M+H)+: 195